This data is from the Open Reaction Database (ORD), a public repository of structured organic reaction records. The task is: describe an organic reaction: reactants, conditions, products, and yield The reactants are CCBr, CCO, [Na], Cc1ncccc1O. Yields the product CCOc1cccnc1C. RXN SMILES: [Br:10][CH2:11][CH3:12].[CH3:13][CH2:14][OH:15].[Na:1].[OH:2][c:3]1[c:4]([CH3:9])[n:5][cH:6][cH:7][cH:8]1>>[O:2]([c:3]1[c:4]([CH3:9])[n:5][cH:6][cH:7][cH:8]1)[CH2:11][CH3:12]. Starting materials: O=C1CCC(=O)N1Br, CCN(CC)CCN1CCc2[nH]c(C=C3C(=O)Nc4ccc(F)cc43)c(C)c2C1=O, CC(=O)O, ClC(Cl)(Cl)Cl, CC(C)(C#N)N=NC(C)(C)C#N. The product is CCN(CC)CCN1CC(Br)c2[nH]c(C=C3C(=O)Nc4ccc(F)cc43)c(C)c2C1=O. RXN SMILES: [Br:35][N:36]1[C:37](=[O:38])[CH2:39][CH2:40][C:41]1=[O:42].[CH2:1]([CH3:2])[N:3]([CH2:4][CH2:5][N:6]1[C:7](=[O:28])[c:8]2[c:9]([nH:12][c:13]([CH:16]=[C:17]3[C:18](=[O:27])[NH:19][c:20]4[cH:21][cH:22][c:23]([F:26])[cH:24][c:25]43)[c:14]2[CH3:15])[CH2:10][CH2:11]1)[CH2:29][CH3:30].[CH3:31][C:32](=[O:33])[OH:34].[Cl:55][C:56]([Cl:57])([Cl:58])[Cl:59].[N:43]#[C:44][C:45]([N:46]=[N:47][C:48]([C:49]#[N:50])([CH3:51])[CH3:52])([CH3:53])[CH3:54]>>[CH2:1]([CH3:2])[N:3]([CH2:4][CH2:5][N:6]1[C:7](=[O:28])[c:8]2[c:9]([nH:12][c:13]([CH:16]=[C:17]3[C:18](=[O:27])[NH:19][c:20]4[cH:21][cH:22][c:23]([F:26])[cH:24][c:25]43)[c:14]2[CH3:15])[CH:10]([Br:35])[CH2:11]1)[CH2:29][CH3:30]. Reactants: C(\C=C\C(=O)O)(=O)O.CC(C)N1CCC(CC1)N(C(CC=1SC=CC1)=O)C1=CC=CC=C1 (N-[1-(1-methylethyl)-4-piperidinyl]-N-phenyl-2-thiopheneacetamide (E)-2-butenedioate), [OH-].[Na+] (sodium hydroxide). The product is C(C(=O)O)(=O)O.CC(C)N1CCC(CC1)N(C(CC=1SC=CC1)=O)C1=CC=CC=C1 (N-[1-(1-methylethyl)-4-piperidinyl]N-phenyl-2-thiopheneacetamide ethanedioate). RXN SMILES: C(O)(=O)/C=[CH:3]/[C:4]([OH:6])=[O:5].[CH3:9][CH:10]([N:12]1[CH2:17][CH2:16][CH:15]([N:18]([C:27]2[CH:32]=[CH:31][CH:30]=[CH:29][CH:28]=2)[C:19](=[O:26])[CH2:20][C:21]2[S:22][CH:23]=[CH:24][CH:25]=2)[CH2:14][CH2:13]1)[CH3:11].[OH-:33].[Na+]>>[C:4]([OH:6])(=[O:5])[C:3]([OH:26])=[O:33].[CH3:11][CH:10]([N:12]1[CH2:13][CH2:14][CH:15]([N:18]([C:27]2[CH:28]=[CH:29][CH:30]=[CH:31][CH:32]=2)[C:19](=[O:26])[CH2:20][C:21]2[S:22][CH:23]=[CH:24][CH:25]=2)[CH2:16][CH2:17]1)[CH3:9] |f:0.1,2.3,4.5|. Procedure details: From 6 parts of N-[1-(1-methylethyl)-4-piperidinyl]-N-phenyl-2-thiopheneacetamide (E)-2-butenedioate, the free base is liberated in the conventional manner with a diluted sodium hydroxide solution. The product is extracted with trichloromethane. The extract is washed with water, dried, filtered and evaporated. The residue is converted into the ethanedioate salt in 2-propanol. The salt is filtered off and dried, yielding 3.2 parts of N-[1-(1-methylethyl)-4-piperidinyl]N-phenyl-2-thiopheneacetamid... Starting materials: CC1OC1(Cn1cncn1)c1ccc(F)cc1F, O=c1[nH]ncn1-c1ccc(Cn2ccnn2)cc1. The product is CC(n1ncn(-c2ccc(Cn3ccnn3)cc2)c1=O)C(O)(Cn1cncn1)c1ccc(F)cc1F. Reaction SMILES: [F:1][c:2]1[c:3]([C:9]2([CH2:13][n:14]3[n:15][cH:16][n:17][cH:18]3)[O:10][CH:11]2[CH3:12])[cH:4][cH:5][c:6]([F:8])[cH:7]1.[n:19]1([CH2:24][c:25]2[cH:26][cH:27][c:28](-[n:31]3[c:32](=[O:36])[nH:33][n:34][cH:35]3)[cH:29][cH:30]2)[n:20][n:21][cH:22][cH:23]1>>[F:1][c:2]1[c:3]([C:9]([OH:10])([CH:11]([CH3:12])[n:33]2[c:32](=[O:36])[n:31](-[c:28]3[cH:27][cH:26][c:25]([CH2:24][n:19]4[n:20][n:21][cH:22][cH:23]4)[cH:30][cH:29]3)[cH:35][n:34]2)[CH2:13][n:14]2[n:15][cH:16][n:17][cH:18]2)[cH:4][cH:5][c:6]([F:8])[cH:7]1. Starting materials: NCCCN1CCCCC1 (1-(3-aminopropyl)piperidine), Cl (HCl), C(#N)[BH3-].[Na+] (sodium cyanoborohydride), OC(C(CCC(C)C)=O)C1=CC=CC=C1 (1-hydroxy-5-methyl-1-phenylhexan-2-one). Solvent: CO (methanol), CO (MeOH). Run at time 19 hour. Product: Cl.Cl.CC(CCC(C(O)C1=CC=CC=C1)NCCCN1CCCCC1)C ((1RS,2SR)-5-Methyl-1-phenyl-2-(3-piperidinopropylamino)hexan-1-ol dihydrochloride). Yield: 28.0%. Reaction SMILES: [NH2:1][CH2:2][CH2:3][CH2:4][N:5]1[CH2:10][CH2:9][CH2:8][CH2:7][CH2:6]1.[ClH:11].[OH:12][CH:13]([C:21]1[CH:26]=[CH:25][CH:24]=[CH:23][CH:22]=1)[C:14](=O)[CH2:15][CH2:16][CH:17]([CH3:19])[CH3:18].C([BH3-])#N.[Na+]>CO>[ClH:11].[ClH:11].[CH3:18][CH:17]([CH3:19])[CH2:16][CH2:15][CH:14]([NH:1][CH2:2][CH2:3][CH2:4][N:5]1[CH2:10][CH2:9][CH2:8][CH2:7][CH2:6]1)[CH:13]([C:21]1[CH:22]=[CH:23][CH:24]=[CH:25][CH:26]=1)[OH:12] |f:3.4,6.7.8|. Procedure details: To a solution of 1-(3-aminopropyl)piperidine (285 mg, 2 mmol) in methanol (6 ml) was added 0.1 ml of 6.8N-HCl in MeOH, 1-hydroxy-5-methyl-1-phenylhexan-2-one (413 mg, 2 mmol) and sodium cyanoborohydride (126 mg, 2 mmol). The reaction mixture was stirred for 19 hours at room temperature. The mixture was concentrated under reduced pressure and to the residue was added lN-HCl and ether. The aqueous layer was separated, basified with a 10% NaOH aqueous solution and then extracted three times with et... The reactants are CC(C)(C)OC(=O)Nc1sc(-c2c(F)cccc2F)nc1C(=O)O, CCn1ncc([N+](=O)[O-])c1N1CCCC(NC(=O)C(F)(F)F)CC1. Product: CCn1ncc(NC(=O)c2nc(-c3c(F)cccc3F)sc2NC(=O)OC(C)(C)C)c1N1CCCC(NC(=O)C(F)(F)F)CC1. RXN SMILES: [C:25]([CH3:26])([CH3:27])([CH3:28])[O:29][C:30](=[O:31])[NH:32][c:33]1[c:34]([C:46](=[O:47])[OH:48])[n:35][c:36](-[c:38]2[c:39]([F:45])[cH:40][cH:41][cH:42][c:43]2[F:44])[s:37]1.[CH2:1]([CH3:2])[n:3]1[n:4][cH:5][c:6]([N+:22]([O-:23])=[O:24])[c:7]1[N:8]1[CH2:9][CH2:10][CH:11]([NH:15][C:16]([C:17]([F:18])([F:19])[F:20])=[O:21])[CH2:12][CH2:13][CH2:14]1>>[CH2:1]([CH3:2])[n:3]1[n:4][cH:5][c:6]([NH:22][C:46]([c:34]2[c:33]([NH:32][C:30]([O:29][C:25]([CH3:26])([CH3:27])[CH3:28])=[O:31])[s:37][c:36](-[c:38]3[c:39]([F:45])[cH:40][cH:41][cH:42][c:43]3[F:44])[n:35]2)=[O:47])[c:7]1[N:8]1[CH2:9][CH2:10][CH:11]([NH:15][C:16]([C:17]([F:18])([F:19])[F:20])=[O:21])[CH2:12][CH2:13][CH2:14]1. Reactants: C1CCNCC1, CC[O-], CCO, Clc1ccc(Cl)cc1, [Na+], C1COCCO1. The product is Clc1ccc(N2CCCCC2)cc1. As a reaction SMILES: [CH2:9]1[CH2:10][CH2:11][NH:12][CH2:13][CH2:14]1.[CH3:15][CH2:16][O-:17].[CH3:19][CH2:20][OH:21].[Cl:1][c:2]1[cH:3][cH:4][c:5]([Cl:8])[cH:6][cH:7]1.[Na+:18].[O:22]1[CH2:23][CH2:24][O:25][CH2:26][CH2:27]1>>[c:2]1([N:12]2[CH2:11][CH2:10][CH2:9][CH2:14][CH2:13]2)[cH:3][cH:4][c:5]([Cl:8])[cH:6][cH:7]1.